From a dataset of the Open Reaction Database (ORD), a public repository of structured organic reaction records. describe an organic reaction: reactants, conditions, products, and yield The reactants are C(C)(=O)O[C@@H]1[C@@H](C2=CC=CC=C2C1)NC1=NC(=C(N=C1CC)C1=C(C=C(C=C1)Cl)Cl)CC ((1R,2S)-1-{[5-(2,4-dichlorophenyl)-3,6-diethylpyrazin-2-yl]amino}-2,3-dihydro-1H-inden-2-yl acetate), ClC1=C(C=CC(=C1)Cl)C=1C(=NC(=C(N1)OC)N[C@H]1[C@H](CC2=CC=CC=C12)OCC)C(=O)OC (methyl 3-(2,4-dichlorophenyl)-6-{[(1R,2S)-2-ethoxy-2,3-dihydro-1H-inden-1-yl]amino}-5-methoxypyrazine-2-carboxylate). Yields the product C(C)(=O)O[C@@H]1[C@@H](C2=CC=CC=C2C1)NC1=C(N=C(C(=N1)C(=O)OC)C1=C(C=C(C=C1)Cl)Cl)OC (methyl 6-{[(1R,2S)-2-(acetyloxy)-2,3-dihydro-1H-inden-1-yl]amino}-3-(2,4-dichlorophenyl)-5-methoxypyrazine-2-carboxylate). Reaction SMILES: C(O[C@H]1CC2C(=CC=CC=2)[C@H]1NC1C(CC)=NC(C2C=CC(Cl)=CC=2Cl)=C(CC)N=1)(=[O:3])C.[Cl:33][C:34]1[CH:39]=[C:38]([Cl:40])[CH:37]=[CH:36][C:35]=1[C:41]1[C:42]([C:62]([O:64][CH3:65])=[O:63])=[N:43][C:44]([NH:49][C@@H:50]2[C:58]3[C:53](=[CH:54][CH:55]=[CH:56][CH:57]=3)[CH2:52][C@@H:51]2[O:59][CH2:60][CH3:61])=[C:45]([O:47][CH3:48])[N:46]=1>>[C:60]([O:59][C@H:51]1[CH2:52][C:53]2[C:58](=[CH:57][CH:56]=[CH:55][CH:54]=2)[C@H:50]1[NH:49][C:44]1[N:43]=[C:42]([C:62]([O:64][CH3:65])=[O:63])[C:41]([C:35]2[CH:36]=[CH:37][C:38]([Cl:40])=[CH:39][C:34]=2[Cl:33])=[N:46][C:45]=1[O:47][CH3:48])(=[O:3])[CH3:61]. Procedure: Following the procedure for the preparation of (1R,2S)-1-{[5-(2,4-dichlorophenyl)-3,6-diethylpyrazin-2-yl]amino}-2,3-dihydro-1H-inden-2-yl acetate but substituting methyl 3-(2,4-dichlorophenyl)-6-{[(1R,2S)-2-ethoxy-2,3-dihydro-1H-inden-1-yl]amino}-5-methoxypyrazine-2-carboxylate and making non-critical variations provided the title compound as a solid: 1H NMR (CDCl3) δ 2.03, 3.10-3.143.31-3.36, 3.75, 4.05, 5.68-5.77, 6.07-6.11, 7.31-7.48; MS (ESI+) for C24H21Cl2N3O5 m/z 502 (M+H)+. The reactants are OCCN(C=1C=C2CCC(NC2=CC1)=O)CCO (6-[bis(2-hydroxyethyl)amino]-3,4-dihydrocarbostyril), COC1=CC=C(CN)C=C1 (4-methoxybenzylamine), polyphosphoric acid, O=P12OP3(=O)OP(=O)(O1)OP(=O)(O2)O3 (phosphorus pentoxide), P(O)(O)(O)=O (phosphoric acid), [OH-].[Na+] (sodium hydroxide). Run in O (water). Product: COC1=CC=C(CN2CCN(CC2)C=2C=C3CCC(NC3=CC2)=O)C=C1 (6-[4-(4-methoxybenzyl)-1-piperazinyl]-3,4-dihydrocarbostyril). Yield: 76.2%. As a reaction SMILES: O[CH2:2][CH2:3][N:4]([CH2:16][CH2:17]O)[C:5]1[CH:6]=[C:7]2[C:12](=[CH:13][CH:14]=1)[NH:11][C:10](=[O:15])[CH2:9][CH2:8]2.[CH3:19][O:20][C:21]1[CH:28]=[CH:27][C:24]([CH2:25][NH2:26])=[CH:23][CH:22]=1.O=P12OP3(OP(OP(O3)(O1)=O)(=O)O2)=O.P(=O)(O)(O)O.[OH-].[Na+]>O>[CH3:19][O:20][C:21]1[CH:28]=[CH:27][C:24]([CH2:25][N:26]2[CH2:2][CH2:3][N:4]([C:5]3[CH:6]=[C:7]4[C:12](=[CH:13][CH:14]=3)[NH:11][C:10](=[O:15])[CH2:9][CH2:8]4)[CH2:16][CH2:17]2)=[CH:23][CH:22]=1 |f:4.5|. Procedure: A mixture of 9 g of 6-[bis(2-hydroxyethyl)amino]-3,4-dihydrocarbostyril, 4.1 g of 4-methoxybenzylamine and 7.6 g of polyphosphoric acid prepared from 3.8 g of phosphorus pentoxide and 3.8 g of phosphoric acid was reacted at 160° to 170° C. for about 6 hours. After allowing to cool, to the reaction mixture was added dropwise about 500 ml of water to dissolve. The solution was neutralized with an aqueous 48% sodium hydroxide solution and extracted with chloroform. After drying the extract over pot... The reactants are ClC=1C(=CC2=C(NC(=N2)OC=2C=CC(=C(C(=O)OC)C2)C)C1)C1=CC2=CC=CC=C2C=C1 (methyl 5-{[6-chloro-5-(2-naphthyl)-1H-benzimidazol-2-yl]oxy}-2-methylbenzoate), [OH-].[Na+] (NaOH). The solvent is CO (MeOH). Reaction conditions: temperature 50 celsius. Product: ClC=1C(=CC2=C(NC(=N2)OC=2C=CC(=C(C(=O)O)C2)C)C1)C1=CC2=CC=CC=C2C=C1 (5-{[6-chloro-5-(2-naphthyl)-1H-benzimidazol-2-yl]oxy}-2-methylbenzoic acid). Reaction SMILES: [Cl:1][C:2]1[C:3]([C:23]2[CH:32]=[CH:31][C:30]3[C:25](=[CH:26][CH:27]=[CH:28][CH:29]=3)[CH:24]=2)=[CH:4][C:5]2[N:9]=[C:8]([O:10][C:11]3[CH:12]=[CH:13][C:14]([CH3:21])=[C:15]([CH:20]=3)[C:16]([O:18]C)=[O:17])[NH:7][C:6]=2[CH:22]=1.[OH-].[Na+]>CO>[Cl:1][C:2]1[C:3]([C:23]2[CH:32]=[CH:31][C:30]3[C:25](=[CH:26][CH:27]=[CH:28][CH:29]=3)[CH:24]=2)=[CH:4][C:5]2[N:9]=[C:8]([O:10][C:11]3[CH:12]=[CH:13][C:14]([CH3:21])=[C:15]([CH:20]=3)[C:16]([OH:18])=[O:17])[NH:7][C:6]=2[CH:22]=1 |f:1.2|. Procedure details: To a solution of methyl 5-{[6-chloro-5-(2-naphthyl)-1H-benzimidazol-2-yl]oxy}-2-methylbenzoate in MeOH (3 mL) was added NaOH (2.5 M in water) (0.5 mL, 1 mmol). The mixture was heated at 50° C. and monitored by LC-MS. When the reaction was complete, it was partitioned between EtOAc and 2 M aqueous HCl. The aqueous phase was extracted with EtOAc. The combined organics were washed with brine, dried (MgSO4), filtered, and concentrated. Purification by reverse phase HPLC eluting with MeCN:H2O afforde... Reactants: COC(=O)OC, CCC(=O)c1c(C)nn2ccccc12, CC(=O)O, [H-], [Na+], O. The product is COC(=O)C(C)C(=O)c1c(C)nn2ccccc12. As a reaction SMILES: [CH3:15][O:16][C:17](=[O:18])[O:19][CH3:20].[CH3:1][c:2]1[n:3][n:4]2[c:5]([cH:6][cH:7][cH:8][cH:9]2)[c:10]1[C:11]([CH2:12][CH3:13])=[O:14].[CH3:23][C:24](=[O:25])[OH:26].[H-:21].[Na+:22].[OH2:27]>>[CH3:1][c:2]1[n:3][n:4]2[c:5]([cH:6][cH:7][cH:8][cH:9]2)[c:10]1[C:11]([CH:12]([CH3:13])[C:17]([O:16][CH3:15])=[O:18])=[O:14].